Dataset: the Open Reaction Database (ORD), a public repository of structured organic reaction records. Task: describe an organic reaction: reactants, conditions, products, and yield The reactants are C(C)(C)(C)OC(=O)N1[C@@H](CC(C1)=NOC)C(=O)O ((2S,4EZ)-1-(tert-butoxycarbonyl)-4-(methoxyimino)-2-pyrrolidinecarboxylic acid), C1(=CC=C(C=C1)C(=O)Cl)C1=CC=CC=C1 ([1,1′-biphenyl]-4-carbonyl chloride), NC(CO)CO (2-amino-1,3-propanediol). Yields the product C1(=CC=C(C=C1)C(=O)N1[C@@H](CC(C1)=NOC)C(=O)NC(CO)CO)C1=CC=CC=C1 ((2S,4EZ)-1-([1,1′-biphenyl]-4-ylcarbonyl)-N-[2-hydroxy-1-(hydroxymethyl)-ethyl]-4-(methoxyimino)-2-pyrrolidinecarboxamide). Reaction SMILES: C(O[C:6]([N:8]1[CH2:12][C:11](=[N:13][O:14][CH3:15])[CH2:10][C@H:9]1[C:16]([OH:18])=O)=[O:7])(C)(C)C.[C:19]1([C:28]2[CH:33]=[CH:32][CH:31]=[CH:30][CH:29]=2)[CH:24]=[CH:23][C:22](C(Cl)=O)=[CH:21][CH:20]=1.[NH2:34][CH:35]([CH2:38][OH:39])[CH2:36][OH:37]>>[C:28]1([C:19]2[CH:20]=[CH:21][CH:22]=[CH:23][CH:24]=2)[CH:29]=[CH:30][C:31]([C:6]([N:8]2[CH2:12][C:11](=[N:13][O:14][CH3:15])[CH2:10][C@H:9]2[C:16]([NH:34][CH:35]([CH2:38][OH:39])[CH2:36][OH:37])=[O:18])=[O:7])=[CH:32][CH:33]=1. Reported procedure: Following the general method as outlined in Example 22, starting from (2S,4EZ)-1-(tert-butoxycarbonyl)-4-(methoxyimino)-2-pyrrolidinecarboxylic acid, [1,1′-biphenyl]-4-carbonyl chloride, and 2-amino-1,3-propanediol, the title compound was obtained in 61% purity by HPLC. MS(ESI+): m/z=412. Reactants: COC(C1=CC(=CC=C1)C=1NC(=NC1)C(C)C)=O (3-(2-Isopropyl-3H-imidazol-4-yl)-benzoic acid methyl ester), C(C)(=O)OC(C)(C)C.[Li] (lithium tert.-butyl acetate). As a reaction SMILES: CO[C:3](=[O:18])[C:4]1[CH:9]=[CH:8][CH:7]=[C:6]([C:10]2[NH:11][C:12]([CH:15]([CH3:17])[CH3:16])=[N:13][CH:14]=2)[CH:5]=1.[C:19]([O:22][C:23]([CH3:26])([CH3:25])[CH3:24])(=[O:21])[CH3:20].[Li]>>[C:23]([O:22][C:19](=[O:21])[CH2:20][C:3]([C:4]1[CH:9]=[CH:8][CH:7]=[C:6]([C:10]2[NH:11][C:12]([CH:15]([CH3:16])[CH3:17])=[N:13][CH:14]=2)[CH:5]=1)=[O:18])([CH3:26])([CH3:25])[CH3:24] |f:1.2,^1:26|. Product: C(C)(C)(C)OC(CC(=O)C1=CC(=CC=C1)C=1NC(=NC1)C(C)C)=O (3-[3-(2-isopropyl-3H-imidazol-4-yl)-phenyl]-3-oxo-propionic acid tert-butyl ester). Reported procedure: 3-(2-Isopropyl-3H-imidazol-4-yl)-benzoic acid methyl ester was treated with lithium tert.-butyl acetate according to the general procedure K (method b) to give crude 3-[3-(2-isopropyl-3H-imidazol-4-yl)-phenyl]-3-oxo-propionic acid tert-butyl ester (0.25 g) as a pale-yellow oil. The reactants are CC(C(=O)OC)(CC1=CC=C(C=C1)[Sn](CCCC)(CCCC)CCCC)C (Methyl 2,2-dimethyl-3-(4-tributylstannylphenyl)propionate), BrC=1N=C(C2=CC=CC=C2C1)N1CCN(CC1)CC (3-bromo-1-(4-ethylpiperazin-1-yl)isoquinoline). The reagents and catalysts are C=1C=CC(=CC1)[P](C=2C=CC=CC2)(C=3C=CC=CC3)[Pd]([P](C=4C=CC=CC4)(C=5C=CC=CC5)C=6C=CC=CC6)([P](C=7C=CC=CC7)(C=8C=CC=CC8)C=9C=CC=CC9)[P](C=1C=CC=CC1)(C=1C=CC=CC1)C=1C=CC=CC1 (tetrakistriphenylphosphinepalladium(0)). The solvent is C=1(C(=CC=CC1)C)C (xylene), C(C)(=O)OCC (ethyl acetate). Product: C(C)N1CCN(CC1)C1=NC(=CC2=CC=CC=C12)C1=CC=C(C=C1)CC(C)(C)C(=O)OC (1-(4-ethylpiperazin-1-yl)-3-[4-(2-methoxycarbonyl-2-methylpropyl)phenyl]isoquinoline). The yield is 95.0%. Reaction SMILES: [CH3:1][C:2]([CH3:27])([CH2:7][C:8]1[CH:13]=[CH:12][C:11]([Sn](CCCC)(CCCC)CCCC)=[CH:10][CH:9]=1)[C:3]([O:5][CH3:6])=[O:4].Br[C:29]1[N:30]=[C:31]([N:39]2[CH2:44][CH2:43][N:42]([CH2:45][CH3:46])[CH2:41][CH2:40]2)[C:32]2[C:37]([CH:38]=1)=[CH:36][CH:35]=[CH:34][CH:33]=2>C1(C)C(C)=CC=CC=1.C(OCC)(=O)C.C1C=CC([P]([Pd]([P](C2C=CC=CC=2)(C2C=CC=CC=2)C2C=CC=CC=2)([P](C2C=CC=CC=2)(C2C=CC=CC=2)C2C=CC=CC=2)[P](C2C=CC=CC=2)(C2C=CC=CC=2)C2C=CC=CC=2)(C2C=CC=CC=2)C2C=CC=CC=2)=CC=1>[CH2:45]([N:42]1[CH2:41][CH2:40][N:39]([C:31]2[C:32]3[C:37](=[CH:36][CH:35]=[CH:34][CH:33]=3)[CH:38]=[C:29]([C:11]3[CH:10]=[CH:9][C:8]([CH2:7][C:2]([C:3]([O:5][CH3:6])=[O:4])([CH3:1])[CH3:27])=[CH:13][CH:12]=3)[N:30]=2)[CH2:44][CH2:43]1)[CH3:46] |^1:64,66,85,104|. Procedure: Methyl 2,2-dimethyl-3-(4-tributylstannylphenyl)propionate (2.81 g) and 3-bromo-1-(4-ethylpiperazin-1-yl)isoquinoline (1.18 g) were heated under reflux overnight in the presence of tetrakistriphenylphosphinepalladium(0) (0.17 g) in xylene in nitrogen atmosphere. After cooling, the reaction solution was diluted with ethyl acetate and filtered. The filtrate was extracted with 2N hydrochloric acid, and the resulting aqueous layer was washed with ethyl acetate, adjusted to pH 10 with a 8N aqueous sol... Yields the product C/C(=C/CO)/C=C/C1=C(CCCC1(C)C)C ((2Z,4E)-3-Methyl-5-(2,6,6-trimethylcyclohexen-1-yl)penta-2,4-dien-1-ol). The solvent is O1CCCC1 (tetrahydrofuran). RXN SMILES: C/C=C(\C1C=CC(O)=CC=1)/C(/C1C=CC(O)=CC=1)=C/C.[CH3:21]/[C:22](/[CH:28]=[CH:29]/[C:30]1[C:35]([CH3:37])([CH3:36])[CH2:34][CH2:33][CH2:32][C:31]=1[CH3:38])=[CH:23]/[C:24](OC)=[O:25].[H-].[H-].[H-].[H-].[Li+].[Al+3].O>O1CCCC1>[CH3:21]/[C:22](/[CH:28]=[CH:29]/[C:30]1[C:35]([CH3:37])([CH3:36])[CH2:34][CH2:33][CH2:32][C:31]=1[CH3:38])=[CH:23]/[CH2:24][OH:25] |f:2.3.4.5.6.7|. Conditions: temperature -78 celsius, time 15 minute. The reactants are O (H2O), C/C=C(/C(=C/C)/C1=CC=C(C=C1)O)\C2=CC=C(C=C2)O (dienol), C/C(=C/C(=O)OC)/C=C/C1=C(CCCC1(C)C)C (methyl (2Z,4E)-3-methyl-5-(2,6,6-trimethylcyclohex-1-enyl)penta-2,4-dienoate), [H-].[H-].[H-].[H-].[Li+].[Al+3] (LiAlH4). Reported procedure: (II, where R1, R2, R3 and R4 are methyl) To 40 mg (0.16 mmol) of methyl (2Z,4E)-3-methyl-5-(2,6,6-trimethylcyclohex-1-enyl)penta-2,4-dienoate I in 2 mL of anhydrous tetrahydrofuran (THF) at -78° C. was added (0.25 mmol) of LiAlH4. The reaction was stirred at -78° C. for 15 min and warmed to room temperature (RT). When the reaction was complete, as monitored by thin-layer chromatography (TLC), 2 mL of H2O was added and the organics extracted with ether and washed 3 X with 5 mL of water. The organ... The reactants are NC[C@@H](COC1=CC=CC=2NC(NC21)=O)O (4-((2S)-3-amino-2-hydroxy-propoxy)-1,3-dihydro-benzoimidazol-2-one), FC=1C=C(CC2C(NC(S2)=O)=O)C=CC1N1CCC(CC1)=O (5-[3-Fluoro-4-(4-oxo-piperidine-1-yl)-benzyl]-thiazolidine-2,4-dione). The product is FC=1C=C(CC2C(NC(S2)=O)=O)C=CC1N1CCC(CC1)NC[C@@H](COC1=CC=CC=2NC(NC21)=O)O (5-(3-Fluoro-4-{4-[(2S)-2-hydroxy-3-(2-oxo-2,3-dihydro-1H-benzoimidazol-4-yloxy)-propylamino]-piperidine-1-yl}-benzyl)-thiazolidine-2,4-dione). Reaction SMILES: [NH2:1][CH2:2][C@H:3]([OH:16])[CH2:4][O:5][C:6]1[C:14]2[NH:13][C:12](=[O:15])[NH:11][C:10]=2[CH:9]=[CH:8][CH:7]=1.[F:17][C:18]1[CH:19]=[C:20]([CH:29]=[CH:30][C:31]=1[N:32]1[CH2:37][CH2:36][C:35](=O)[CH2:34][CH2:33]1)[CH2:21][CH:22]1[S:26][C:25](=[O:27])[NH:24][C:23]1=[O:28]>>[F:17][C:18]1[CH:19]=[C:20]([CH:29]=[CH:30][C:31]=1[N:32]1[CH2:37][CH2:36][CH:35]([NH:1][CH2:2][C@H:3]([OH:16])[CH2:4][O:5][C:6]2[C:14]3[NH:13][C:12](=[O:15])[NH:11][C:10]=3[CH:9]=[CH:8][CH:7]=2)[CH2:34][CH2:33]1)[CH2:21][CH:22]1[S:26][C:25](=[O:27])[NH:24][C:23]1=[O:28]. Procedure: The title compound was prepared from 4-((2S)-3-amino-2-hydroxy-propoxy)-1,3-dihydro-benzoimidazol-2-one (U.S. Pat. No. 5,786,356/1998) and 5-[3-fluoro-4-(4-oxo-piperidine-1-yl)-benzyl]-thiazolidine-2,4-dione (which was obtained in Example 61) according to the procedure of Example 63 as a pale yellow solid; 1H NMR (300 MHz, DMSO-d6) δ 1.56-1.62 (m, 2H), 2.04 (m, 2H), 2.63-2.75 (m, 5H), 2.86-2.95 (m, 4H), 3.01-3.10 (m, 4H), 4.50-4.55 (m, 1H), 5.33 (brs, 1H), 6.57-6.65 (m, 2H), 6.84-7.09 (m, 3H), 8... Reported procedure: The title compound is prepared from 5-(4-methanesulfonylmethyl-phenyl)-2-piperidin-4-yl-2,3-dihydro-furo[2,3-c]pyridine and 2-chloro-5-ethylpyrimidine following a procedure analogous to that described in Example 1. LC (method 6): tR=1.55 min; Mass spectrum (ESI+): m/z=479 [M+H]+. Product: C(C)C=1C=NC(=NC1)N1CCC(CC1)C1CC=2C(=CN=C(C2)C2=CC=C(C=C2)CS(=O)(=O)C)O1 (2-[1-(5-Ethyl-pyrimidin-2-yl)-piperidin-4-yl]-5-(4-methanesulfonylmethyl-phenyl)-2,3-dihydro-furo[2,3-c]pyridine). Starting materials: CS(=O)(=O)CC1=CC=C(C=C1)C=1C=C2C(=CN1)OC(C2)C2CCNCC2 (5-(4-methanesulfonylmethyl-phenyl)-2-piperidin-4-yl-2,3-dihydro-furo[2,3-c]pyridine), ClC1=NC=C(C=N1)CC (2-chloro-5-ethylpyrimidine). RXN SMILES: [CH3:1][S:2]([CH2:5][C:6]1[CH:11]=[CH:10][C:9]([C:12]2[CH:13]=[C:14]3[CH2:20][CH:19]([CH:21]4[CH2:26][CH2:25][NH:24][CH2:23][CH2:22]4)[O:18][C:15]3=[CH:16][N:17]=2)=[CH:8][CH:7]=1)(=[O:4])=[O:3].Cl[C:28]1[N:33]=[CH:32][C:31]([CH2:34][CH3:35])=[CH:30][N:29]=1>>[CH2:34]([C:31]1[CH:30]=[N:29][C:28]([N:24]2[CH2:25][CH2:26][CH:21]([CH:19]3[O:18][C:15]4=[CH:16][N:17]=[C:12]([C:9]5[CH:10]=[CH:11][C:6]([CH2:5][S:2]([CH3:1])(=[O:4])=[O:3])=[CH:7][CH:8]=5)[CH:13]=[C:14]4[CH2:20]3)[CH2:22][CH2:23]2)=[N:33][CH:32]=1)[CH3:35]. Starting materials: C1=CC2=C(C=C1Br)OC(O2)(F)F (5-bromo-2,2-difluorobenzodioxole), [Li]CCCC (n-BuLi), CCCCCC (hexane), B(OC(C)C)(OC(C)C)OC(C)C (triisopropyl borate). Run in C(C)OCC (diethyl ether). Conditions: time 1 hour. The product is FC1(OC2=C(O1)C=CC(=C2)B(O)O)F (2,2-difluoro-1,3-benzodioxol-5-ylboronic acid). As a reaction SMILES: [CH:1]1[C:6](Br)=[CH:5][C:4]2[O:8][C:9]([F:12])([F:11])[O:10][C:3]=2[CH:2]=1.[Li]CCCC.CCCCCC.[B:24](OC(C)C)([O:29]C(C)C)[O:25]C(C)C>C(OCC)C>[F:11][C:9]1([F:12])[O:10][C:3]2[CH:2]=[CH:1][C:6]([B:24]([OH:29])[OH:25])=[CH:5][C:4]=2[O:8]1. Procedure details: A solution of 5-bromo-2,2-difluorobenzodioxole (1.18 g, 4.97 mmol) in anhydrous diethyl ether (8 mL) at −78° C. was treated with 2.5M n-BuLi in hexane (2.4 mL, 5.97 mmol), stirred for 1 hour, and treated with triisopropyl borate (1.5 mL, 6.46 mmol). The mixture was slowly warmed to room temperature and stirred for about 18 hours. The reaction was quenched with saturated NH4Cl/10% HCl and extracted with ethyl acetate. The combined extracts were dried (MgSO4), filtered, and concentrated. The conce... Reactants: Cl (hydrochloric acid), ClC1=CC(=C(C=C1)C1=NNC(=C1)O)F (3-(4-chloro-2-fluorophenyl)-5-hydroxy-1H-pyrazole), N (ammonia), S(=O)(=O)(OC)OC (dimethyl sulfate). The solvent is C1(=CC=CC=C1)C (toluene). Reaction conditions: time 8 hour. Product: ClC1=CC(=C(C=C1)C1=NN(C(=C1)O)C)F (3-(4-chloro-2-fluorophenyl)-5-hydroxy-1-methyl-1H-pyrazole). The yield is 92.7%. Reaction SMILES: [Cl:1][C:2]1[CH:7]=[CH:6][C:5]([C:8]2[CH:12]=[C:11]([OH:13])[NH:10][N:9]=2)=[C:4]([F:14])[CH:3]=1.S(OC)(O[CH3:19])(=O)=O.N.Cl>C1(C)C=CC=CC=1>[Cl:1][C:2]1[CH:7]=[CH:6][C:5]([C:8]2[CH:12]=[C:11]([OH:13])[N:10]([CH3:19])[N:9]=2)=[C:4]([F:14])[CH:3]=1. Procedure details: 50 g of 3-(4-chloro-2-fluorophenyl)-5-hydroxy-1H-pyrazole from Example 1.1 were initially charged in 1500 ml of toluene. 35.5 g of dimethyl sulfate were then added, and the mixture was heated at reflux for 3 h. After cooling to room temperature, the mixture was made alkaline using ammonia, stirred overnight and acidified by addition of hydrochloric acid. The mixture was then cooled to 0° C., and the precipitated solid was filtered off. After drying, 49.4 g of 3-(4-chloro-2-fluorophenyl)-5-hydrox... Reactants: [OH-].[Na+] (Sodium hydroxide), ClC=1C(=NC=C(C1)Cl)OC1=CC=C(OC(C(=O)OCC)C)C=C1 (ethyl 2-{p-[(3,5-dichloro-2-pyridyl)oxy]phenoxy}propionate). Solvent: O1CCCC1 (tetrahydrofuran). Conditions: temperature 52 celsius. Product: ClC=1C(=NC=C(C1)Cl)OC1=CC=C(OC(C(=O)O)C)C=C1 (2-{p-[(3,5-Dichloro-2-pyridyl)oxy]phenoxy}propionic acid). The yield is 70.0%. Reaction SMILES: [OH-].[Na+].[Cl:3][C:4]1[C:5]([O:11][C:12]2[CH:25]=[CH:24][C:15]([O:16][CH:17]([CH3:23])[C:18]([O:20]CC)=[O:19])=[CH:14][CH:13]=2)=[N:6][CH:7]=[C:8]([Cl:10])[CH:9]=1>O1CCCC1>[Cl:3][C:4]1[C:5]([O:11][C:12]2[CH:13]=[CH:14][C:15]([O:16][CH:17]([CH3:23])[C:18]([OH:20])=[O:19])=[CH:24][CH:25]=2)=[N:6][CH:7]=[C:8]([Cl:10])[CH:9]=1 |f:0.1|. Procedure details: 10% Sodium hydroxide solution (170 mL, 0.424 mol) is added to a solution of ethyl 2-{p-[(3,5-dichloro-2-pyridyl)oxy]phenoxy}propionate (79.09 g, 0.212 mol) in tetrahydrofuran with stirring. The reaction mixture is heated to 52° C., stirred for 3 hours, concentrated in vacuo and diluted with water. The aqueous solution is washed with methylene chloride, acidified with concentrated sulfuric acid and extracted with ethyl acetate. The combined organic extracts are dried and concentrated in vacuo to ... The reactants are COc1cc2c(Oc3cc(C)c(N)cc3C)ccnc2cc1OCc1ccccc1, ClC(Cl)Cl, O=C=Nc1ccc(F)cc1F. Yields the product COc1cc2c(Oc3cc(C)c(NC(=O)Nc4ccc(F)cc4F)cc3C)ccnc2cc1OCc1ccccc1. RXN SMILES: [CH2:1]([c:2]1[cH:3][cH:4][cH:5][cH:6][cH:7]1)[O:8][c:9]1[c:10]([O:29][CH3:30])[cH:11][c:12]2[c:13]([O:19][c:20]3[cH:21][c:22]([CH3:28])[c:23]([NH2:24])[cH:25][c:26]3[CH3:27])[cH:14][cH:15][n:16][c:17]2[cH:18]1.[CH:42]([Cl:43])([Cl:44])[Cl:45].[F:31][c:32]1[c:33]([N:39]=[C:40]=[O:41])[cH:34][cH:35][c:36]([F:38])[cH:37]1>>[CH2:1]([c:2]1[cH:3][cH:4][cH:5][cH:6][cH:7]1)[O:8][c:9]1[c:10]([O:29][CH3:30])[cH:11][c:12]2[c:13]([O:19][c:20]3[cH:21][c:22]([CH3:28])[c:23]([NH:24][C:40]([NH:39][c:33]4[c:32]([F:31])[cH:37][c:36]([F:38])[cH:35][cH:34]4)=[O:41])[cH:25][c:26]3[CH3:27])[cH:14][cH:15][n:16][c:17]2[cH:18]1.